Dataset: the Open Reaction Database (ORD), a public repository of structured organic reaction records. Task: describe an organic reaction: reactants, conditions, products, and yield Reactants: COC(=O)c1cc(-c2ccccc2)c(F)cc1OC, [Na+], C1COCCO1, [OH-]. Product: COc1cc(F)c(-c2ccccc2)cc1C(=O)O. As a reaction SMILES: [CH3:1][O:2][C:3](=[O:4])[c:5]1[cH:6][c:7](-[c:14]2[cH:15][cH:16][cH:17][cH:18][cH:19]2)[c:8]([F:13])[cH:9][c:10]1[O:11][CH3:12].[Na+:21].[O:22]1[CH2:23][CH2:24][O:25][CH2:26][CH2:27]1.[OH-:20]>>[O:2]=[C:3]([OH:4])[c:5]1[cH:6][c:7](-[c:14]2[cH:15][cH:16][cH:17][cH:18][cH:19]2)[c:8]([F:13])[cH:9][c:10]1[O:11][CH3:12]. Yields the product C(#N)C1=CC=C2C(CCN(C2=C1)C(=O)NCC1=CC=CC=C1)(C)C (7-Cyano-3,4-dihydro-4,4-dimethyl-N-(phenylmethyl)-1(2H)-quinolinecarboxamide). Run in C(C)#N (acetonitrile). Yield: 87.8%. Reactants: C(#N)C1=CC=C2C(CCN(C2=C1)C(=O)NC1=CC=CC=C1)(C)C (7-Cyano-3,4-dihydro-4,4-dimethyl-N-phenyl-1(2H)-quinolinecarboxamide), C(C1=CC=CC=C1)N=C=O (benzyl isocyanate). Reported procedure: A solution of the title J compound from Example 1 (0.20 g, 1.07 mmole), benzyl isocyanate (0.14 g, 1.07 mmole) and 4-dimethylaminopyridine (50 mg) in acetonitrile (4.5 mL) was heated under argon at reflux for one hour. The solvent was recovered under vacuum and the crude product was chromatographed on silica eluting with hexane/ethyl acetate (7:3) to afford 0.30 g of the title compound as a white solid; m.p. 114°-115° C. RXN SMILES: [C:1]([C:3]1[CH:12]=[C:11]2[C:6]([C:7]([CH3:23])([CH3:22])[CH2:8][CH2:9][N:10]2[C:13]([NH:15]C2C=CC=CC=2)=[O:14])=[CH:5][CH:4]=1)#[N:2].[CH2:24](N=C=O)[C:25]1[CH:30]=[CH:29][CH:28]=[CH:27][CH:26]=1>CN(C)C1C=CN=CC=1.C(#N)C>[C:1]([C:3]1[CH:12]=[C:11]2[C:6]([C:7]([CH3:22])([CH3:23])[CH2:8][CH2:9][N:10]2[C:13]([NH:15][CH2:24][C:25]2[CH:30]=[CH:29][CH:28]=[CH:27][CH:26]=2)=[O:14])=[CH:5][CH:4]=1)#[N:2]. Reagents/catalysts: CN(C1=CC=NC=C1)C (4-dimethylaminopyridine). The reactants are O=C([O-])[O-], C1CCOC1, CC1(C)Cc2ccccc2C1O, Cc1ccccc1, CCOCC, FC(F)(F)c1cnc[nH]1, COC(=O)N=NC(=O)OC, [Na+], [Na+], O, c1ccc(P(c2ccccc2)c2ccccc2)cc1. Product: CC1(C)Cc2ccccc2C1n1cncc1C(F)(F)F. Reaction SMILES: [C:58](=[O:59])([O-:60])[O-:61].[CH2:64]1[O:65][CH2:66][CH2:67][CH2:68]1.[CH3:1][C:2]1([CH3:12])[CH:3]([OH:11])[c:4]2[cH:5][cH:6][cH:7][cH:8][c:9]2[CH2:10]1.[CH3:51][c:52]1[cH:53][cH:54][cH:55][cH:56][cH:57]1.[CH3:69][CH2:70][O:71][CH2:72][CH3:73].[F:13][C:14]([c:15]1[cH:16][n:17][cH:18][nH:19]1)([F:20])[F:21].[N:41]([C:42]([O:43][CH3:44])=[O:45])=[N:46][C:47]([O:48][CH3:49])=[O:50].[Na+:62].[Na+:63].[OH2:74].[c:22]1([P:23]([c:24]2[cH:25][cH:26][cH:27][cH:28][cH:29]2)[c:30]2[cH:31][cH:32][cH:33][cH:34][cH:35]2)[cH:36][cH:37][cH:38][cH:39][cH:40]1>>[CH3:1][C:2]1([CH3:12])[CH:3]([n:19]2[c:15]([C:14]([F:13])([F:20])[F:21])[cH:16][n:17][cH:18]2)[c:4]2[cH:5][cH:6][cH:7][cH:8][c:9]2[CH2:10]1. The reactants are O (water), OC1=C(C=CC(=C1)O)C1=NC(=NC(=N1)C1=C(C=C(C=C1)O)O)C1=C(C=C(C=C1)O)O (2,4,6-tris(2′,4′-dihydroxyphenyl)-1,3,5-triazine), C([O-])([O-])=O.[K+].[K+] (potassium carbonate), 134.8, BrCCCCCC (1-bromohexane). Run in C(C)OCC (2-ethoxyethane). Run at temperature 120 celsius. The product is OC1=C(C=CC(=C1)OCCCCCC)C1=NC(=NC(=N1)C1=C(C=C(C=C1)OCCCCCC)O)C1=C(C=C(C=C1)OCCCCCC)OCCCCCC (2,4-bis(2′-hydroxy-4′-n-hexyloxyphenyl)-6-(2′,4′-di(n-hexyloxy)phenyl)-1,3,5-triazine). As a reaction SMILES: [OH:1][C:2]1[CH:7]=[C:6]([OH:8])[CH:5]=[CH:4][C:3]=1[C:9]1[N:14]=[C:13]([C:15]2[CH:20]=[CH:19][C:18]([OH:21])=[CH:17][C:16]=2O)[N:12]=[C:11]([C:23]2[CH:28]=[CH:27][C:26]([OH:29])=[CH:25][C:24]=2[OH:30])[N:10]=1.[C:31](=[O:34])([O-])[O-].[K+].[K+].Br[CH2:38][CH2:39][CH2:40][CH2:41][CH2:42][CH3:43].O>C(OCC)C>[OH:30][C:24]1[CH:25]=[C:26]([O:29][CH2:38][CH2:39][CH2:40][CH2:41][CH2:42][CH3:43])[CH:27]=[CH:28][C:23]=1[C:11]1[N:10]=[C:9]([C:3]2[CH:4]=[CH:5][C:6]([O:8][CH2:19][CH2:20][CH2:15][CH2:16][CH2:17][CH3:18])=[CH:7][C:2]=2[OH:1])[N:14]=[C:13]([C:15]2[CH:20]=[CH:19][C:18]([O:21][CH2:5][CH2:4][CH2:3][CH2:2][CH2:7][CH3:6])=[CH:17][C:16]=2[O:34][CH2:31][CH2:25][CH2:24][CH2:23][CH2:28][CH3:27])[N:12]=1 |f:1.2.3|. Reported procedure: Under nitrogen, a mixture of 60.8 g (0.150 mol) of 2,4,6-tris(2′,4′-dihydroxyphenyl)-1,3,5-triazine and 87.1 g (0.630 mol) of potassium carbonate in 700 ml of 2-ethoxyethane (Fluka, 99.5%) is added dropwise over the course of 15 minutes to 134.8 (0.800 mol) of 1-bromohexane (Fluka, 98%) which is held at 80° C. The mixture is subsequently heated at 120° C. for 20 h. After cooling, the reaction mixture is poured into 8 l of cold water. After 24 hours at 25° C. the precipitate is filtered off, wash...